The task is: describe an organic reaction: reactants, conditions, products, and yield. This data is from the Open Reaction Database (ORD), a public repository of structured organic reaction records. Starting materials: ClC1=NC2=CC=C(C=C2C=C1C(=O)O)Cl (2,6-dichloroquinoline-3-carboxylic acid), N[C@H](C(=O)O)CC1=CC=C(C=C1)OC1=NC2=C(C=CC=C2C=C1)Cl ((S)-2-amino-3-[4-(8-chloro-quinolin-2-yloxy)-phenyl]-propionic acid). The solvent is CS(=O)C (DMSO). Yields the product C(=O)(O)[C@H](CC1=CC=C(C=C1)OC1=NC2=C(C=CC=C2C=C1)Cl)NC1=NC2=CC=C(C=C2C=C1C(=O)O)Cl (2-{(S)-1-Carboxy-2-[4-(8-chloro-quinolin-2-yloxy)-phenyl]-ethylamino}-6-chloro-quinoline-3-carboxylic acid). RXN SMILES: Cl[C:2]1[C:11]([C:12]([OH:14])=[O:13])=[CH:10][C:9]2[C:4](=[CH:5][CH:6]=[C:7]([Cl:15])[CH:8]=2)[N:3]=1.[NH2:16][C@@H:17]([CH2:21][C:22]1[CH:27]=[CH:26][C:25]([O:28][C:29]2[CH:38]=[CH:37][C:36]3[C:31](=[C:32]([Cl:39])[CH:33]=[CH:34][CH:35]=3)[N:30]=2)=[CH:24][CH:23]=1)[C:18]([OH:20])=[O:19]>CS(C)=O>[C:18]([C@@H:17]([NH:16][C:2]1[C:11]([C:12]([OH:14])=[O:13])=[CH:10][C:9]2[C:4](=[CH:5][CH:6]=[C:7]([Cl:15])[CH:8]=2)[N:3]=1)[CH2:21][C:22]1[CH:27]=[CH:26][C:25]([O:28][C:29]2[CH:38]=[CH:37][C:36]3[C:31](=[C:32]([Cl:39])[CH:33]=[CH:34][CH:35]=3)[N:30]=2)=[CH:24][CH:23]=1)([OH:20])=[O:19]. Procedure details: In close analogy to the procedure described in Example 109c, 2,6-dichloroquinoline-3-carboxylic acid is reacted with (S)-2-amino-3-[4-(8-chloro-quinolin-2-yloxy)-phenyl]-propionic acid (prepared by analogy to Example 109a,b) in DMSO to provide the title compound in good yield.